Dataset: the Open Reaction Database (ORD), a public repository of structured organic reaction records. Task: describe an organic reaction: reactants, conditions, products, and yield Reactants: Cl.O1CCOCC1 (hydrochloric acid 1,4-dioxane), O=C1NC(=NO1)[C@@H]1CC[C@H](CC1)NC(OCC[Si](C)(C)C)=O (2-(Trimethylsilyl)ethyl [trans-4-(5-oxo-4,5-dihydro-1,2,4-oxadiazol-3-yl)cyclohexyl]carbamate). The yield is 100.0%. As a reaction SMILES: [ClH:1].O1CCOCC1.[O:8]=[C:9]1[O:13][N:12]=[C:11]([C@H:14]2[CH2:19][CH2:18][C@H:17]([NH:20]C(=O)OCC[Si](C)(C)C)[CH2:16][CH2:15]2)[NH:10]1>>[ClH:1].[NH2:20][C@H:17]1[CH2:16][CH2:15][C@H:14]([C:11]2[NH:10][C:9](=[O:8])[O:13][N:12]=2)[CH2:19][CH2:18]1 |f:0.1,3.4|. Run at time 23 hour. Procedure details: 4N hydrochloric acid/1,4-dioxane solution (3.5 ml) was added to the compound (349 mg, 1.06 mmol) obtained in Step 6 above at room temperature and the resulting mixture was stirred for 23 hours. The reaction mixture was concentrated under reduced pressure to give 234 mg (100%) of the title compound as a colorless solid. Product: Cl.N[C@@H]1CC[C@H](CC1)C1=NOC(N1)=O (3-(Trans-4-aminocyclohexyl)-1,2,4-oxadiazol-5(4H)-one hydrochloride). The reactants are F[n+]1c(Cl)cccc1Cl, O=Cc1c[nH]c(-c2ccccc2F)c1, [Na+], C1CCOC1, O=C([O-])O, O=S(=O)([O-])C(F)(F)F. Yields the product O=Cc1c[nH]c(-c2ccccc2F)c1F. As a reaction SMILES: [Cl:23][c:24]1[cH:25][cH:26][cH:27][c:28]([Cl:29])[n+:30]1[F:31].[F:1][c:2]1[c:3](-[c:8]2[cH:9][c:10]([CH:13]=[O:14])[cH:11][nH:12]2)[cH:4][cH:5][cH:6][cH:7]1.[Na+:32].[O:37]1[CH2:38][CH2:39][CH2:40][CH2:41]1.[OH:33][C:34](=[O:35])[O-:36].[S:15]([O-:16])([C:17]([F:18])([F:19])[F:20])(=[O:21])=[O:22]>>[F:1][c:2]1[c:3](-[c:8]2[c:9]([F:19])[c:10]([CH:13]=[O:14])[cH:11][nH:12]2)[cH:4][cH:5][cH:6][cH:7]1. RXN SMILES: [CH:1]1([CH:10]=[O:11])[C:9]2[C:4](=[CH:5][CH:6]=[CH:7][CH:8]=2)[CH2:3][CH2:2]1.C1C2C(=CC=CC=2)C[CH:13]1[CH:21]=[O:22].[CH2:23](O)CO>C1(C)C=CC(S(O)(=O)=O)=CC=1.C1(C)C=CC=CC=1>[CH:1]1([CH:10]2[O:22][CH:21]([CH3:13])[CH2:23][O:11]2)[C:9]2[C:4](=[CH:5][CH:6]=[CH:7][CH:8]=2)[CH2:3][CH2:2]1. Procedure: A solution of 297 grams of a mixture of 70% Indancarbaldehyde and 30% indan-2-carbaldehyde, 300 grams of ethylene glycol, 6 grams of p-toluenesulfonic acid and 300 grams of toluene are heated 2 hours at reflux using a Dean-Stark trap to separate water. The mixture is cooled and washed with 200 milliliters of a 5 weight % sodium carbonate solution. The organic layer is distilled to provide 321 grams of 2-indanyl-4-methyl-1,3-dioxolane (b.p.121° C. at 3 mm). The solvent is C1(=CC=CC=C1)C (toluene). Starting materials: mixture, C1(CCC2=CC=CC=C12)C=O (Indancarbaldehyde), C1C(CC2=CC=CC=C12)C=O (indan-2-carbaldehyde), C(CO)O (ethylene glycol). The reagents and catalysts are C1(=CC=C(C=C1)S(=O)(=O)O)C (p-toluenesulfonic acid). Product: C1(CCC2=CC=CC=C12)C1OCC(O1)C (2-indanyl-4-methyl-1,3-dioxolane). Starting materials: CCO, CC[O-], CC(=O)O, CCO, C[N+](=O)[O-], O=C1CN2CCC1CC2, [Na+]. Product: O=[N+]([O-])CC1(O)CN2CCC1CC2. Reaction SMILES: [CH2:14]([OH:15])[CH3:16].[CH3:17][CH2:18][O-:19].[CH3:21][C:22](=[O:23])[OH:24].[CH3:25][CH2:26][OH:27].[N+:10](=[O:11])([O-:12])[CH3:13].[N:1]12[CH2:2][C:3](=[O:9])[CH:4]([CH2:5][CH2:6]1)[CH2:7][CH2:8]2.[Na+:20]>>[N:1]12[CH2:2][C:3]([OH:9])([CH2:13][N+:10](=[O:11])[O-:12])[CH:4]([CH2:5][CH2:6]1)[CH2:7][CH2:8]2.